Dataset: the Open Reaction Database (ORD), a public repository of structured organic reaction records. Task: describe an organic reaction: reactants, conditions, products, and yield Starting materials: CCOC(=O)c1cc(C#N)cc2ccsc12, C1CCOC1, [Na+], [OH-]. Yields the product N#Cc1cc(C(=O)O)c2sccc2c1. Reaction SMILES: [C:1](#[N:2])[c:3]1[cH:4][c:5]([C:12](=[O:13])[O:14][CH2:15][CH3:16])[c:6]2[c:7]([cH:8][cH:9][s:10]2)[cH:11]1.[CH2:19]1[O:20][CH2:21][CH2:22][CH2:23]1.[Na+:18].[OH-:17]>>[C:1](#[N:2])[c:3]1[cH:4][c:5]([C:12](=[O:13])[OH:14])[c:6]2[c:7]([cH:8][cH:9][s:10]2)[cH:11]1.